describe an organic reaction: reactants, conditions, products, and yield From a dataset of the Open Reaction Database (ORD), a public repository of structured organic reaction records. Starting materials: O=C([O-])O, CCN=C=NCCCN(C)C, COCC(=O)O, CN(C)C=O, Cl, CN(C)C1CCC(C(=O)Nc2c(C(=O)Nc3ccc(Cl)cn3)oc3ccc(N)cc23)CC1, [Na+], On1nnc2ccccc21. Yields the product COCC(=O)Nc1ccc2oc(C(=O)Nc3ccc(Cl)cn3)c(NC(=O)C3CCC(N(C)C)CC3)c2c1. Reaction SMILES: [C:61](=[O:62])([O-:63])[OH:64].[CH2:50]([N:51]=[C:52]=[N:53][CH2:54][CH2:55][CH2:56][N:57]([CH3:58])[CH3:59])[CH3:60].[CH3:33][O:34][CH2:35][C:36](=[O:37])[OH:38].[CH3:66][N:67]([CH3:68])[CH:69]=[O:70].[ClH:49].[NH2:1][c:2]1[cH:3][cH:4][c:5]2[c:6]([c:7]([NH:20][C:21](=[O:22])[CH:23]3[CH2:24][CH2:25][CH:26]([N:29]([CH3:30])[CH3:31])[CH2:27][CH2:28]3)[c:8]([C:10](=[O:11])[NH:12][c:13]3[n:14][cH:15][c:16]([Cl:19])[cH:17][cH:18]3)[o:9]2)[cH:32]1.[Na+:65].[OH:39][n:40]1[c:41]2[cH:42][cH:43][cH:44][cH:45][c:46]2[n:47][n:48]1>>[NH:1]([c:2]1[cH:3][cH:4][c:5]2[c:6]([c:7]([NH:20][C:21](=[O:22])[CH:23]3[CH2:24][CH2:25][CH:26]([N:29]([CH3:30])[CH3:31])[CH2:27][CH2:28]3)[c:8]([C:10](=[O:11])[NH:12][c:13]3[n:14][cH:15][c:16]([Cl:19])[cH:17][cH:18]3)[o:9]2)[cH:32]1)[C:36]([CH2:35][O:34][CH3:33])=[O:37]. Conditions: temperature 0 celsius, time 2 hour. Reported procedure: 1.46 g of 5-sec-butyl-2-methoxy-1,3-diamino-benzene are dissolved in 20 ml dichloromethane, combined with 1.21 ml of pyridine and cooled to 0° C. 600 μl of methanesulphonic acid chloride are added, the mixture is allowed to come up to ambient temperature and stirred for 2 hours. The solvents are eliminated in vacuo and the residue is chromatographed on silica gel (cyclohexane/ethyl acetate 80:20 to 20:80). Product: NC=1C(=C(C=C(C1)C(C)CC)NS(=O)(=O)C)OC (N-(3-amino-5-sec-butyl-2-methoxy-phenyl)-methanesulphonamide). Starting materials: N1=CC=CC=C1 (pyridine), C(C)(CC)C=1C=C(C(=C(C1)N)OC)N (5-sec-butyl-2-methoxy-1,3-diamino-benzene), CS(=O)(=O)Cl (methanesulphonic acid chloride). As a reaction SMILES: [CH:1]([C:5]1[CH:6]=[C:7]([NH2:14])[C:8]([O:12][CH3:13])=[C:9]([NH2:11])[CH:10]=1)([CH2:3][CH3:4])[CH3:2].N1C=CC=CC=1.[CH3:21][S:22](Cl)(=[O:24])=[O:23]>ClCCl>[NH2:14][C:7]1[C:8]([O:12][CH3:13])=[C:9]([NH:11][S:22]([CH3:21])(=[O:24])=[O:23])[CH:10]=[C:5]([CH:1]([CH2:3][CH3:4])[CH3:2])[CH:6]=1. The solvent is ClCCl (dichloromethane). The reactants are ClC1=CC2=C(N(C(=N2)CCl)C2COC2)C=C1 (5-chloro-2-chloromethyl-1-oxetan-3-yl-1H-benzoimidazole), ClC1=CC2=C(N(C(=N2)CN2N=C(C=3C2=CN=CC3)S(=O)(=O)C)[C@H]3CS(CC3)(=O)=O)C=C1 (1-({5-chloro-1-[(3R)-1,1-dioxidotetrahydrothiophen-3-yl]-1H-benzimidazol-2-yl}methyl)-3-(methylsulfonyl)-1H-pyrazolo[3,4-c]pyridine), CS(=O)(=O)C1=NNC2=CN=CC=C21 (3-(methylsulfonyl)-1H-pyrazolo[3,4-c]pyridine). Product: ClC1=CC2=C(N(C(=N2)CN2N=C(C=3C2=CN=CC3)S(=O)(=O)C)CC3COC3)C=C1 (1-{[5-Chloro-1-(oxetan-3-ylmethyl)-1H-benzimidazol-2-yl]methyl}-3-(methylsulfonyl)-1H-pyrazolo[3,4-c]pyridine). As a reaction SMILES: ClC1C=CC2N(C3C[O:13][CH2:12]3)C(CCl)=NC=2C=1.[Cl:17][C:18]1[CH:47]=[CH:46][C:21]2[N:22]([C@@H:39]3[CH2:43][CH2:42]S(=O)(=O)C3)[C:23]([CH2:25][N:26]3[C:30]4=[CH:31][N:32]=[CH:33][CH:34]=[C:29]4[C:28]([S:35]([CH3:38])(=[O:37])=[O:36])=[N:27]3)=[N:24][C:20]=2[CH:19]=1.CS(C1C2C(=CN=CC=2)NN=1)(=O)=O>>[Cl:17][C:18]1[CH:47]=[CH:46][C:21]2[N:22]([CH2:39][CH:43]3[CH2:12][O:13][CH2:42]3)[C:23]([CH2:25][N:26]3[C:30]4=[CH:31][N:32]=[CH:33][CH:34]=[C:29]4[C:28]([S:35]([CH3:38])(=[O:37])=[O:36])=[N:27]3)=[N:24][C:20]=2[CH:19]=1. Procedure: The title compound was prepared in analogy to Example 2-1 by using 5-chloro-2-chloromethyl-1-oxetan-3-yl-1H-benzoimidazole and 3-methanesulfonyl-1H-indazole (Example 2-1) instead of 5-chloro-2-chloromethyl-1-((S)-1,1-dioxo-tetrahydro-1λ6-thiophen-3-yl)-1H-benzoimidazole and 3-(methylsulfonyl)-1H-pyrazolo[3,4-c]pyridine. As a reaction SMILES: Br[C:2]1[CH:11]=[CH:10][C:9]2[C:4](=[CH:5][CH:6]=[C:7]([O:12][CH3:13])[CH:8]=2)[CH:3]=1.[Mg].[Cl-:15].[Cd+2:16].[Cl-]>O1CCCC1>[Cl-:15].[CH3:13][O:12][C:7]1[CH:8]=[C:9]2[C:4](=[CH:5][CH:6]=1)[CH:3]=[C:2]([Cd+:16])[CH:11]=[CH:10]2 |f:2.3.4,6.7|. Reported procedure: A solution is formed by dissolving 24 grams of 2-bromo-6-methoxynaphthalene prepared as in Example 7 above in 300 mL of tetrahydrofuran. The resulting solution is slowly added to 2.5 grams of magnesium turnings in 100 mL of tetrahydrofuran at reflux temperature. After the addition is complete, 20 grams of cadmium chloride is added, and the resultant mixture is refluxed for 10 minutes to yield a solution of 6-methoxy-2-naphthylcadmium chloride in tetrahydrofuran. A solution of 18 grams of ethyl 2... Yields the product [Cl-].COC=1C=C2C=CC(=CC2=CC1)[Cd+] (6-methoxy-2-naphthylcadmium chloride). The solvent is O1CCCC1 (tetrahydrofuran), O1CCCC1 (tetrahydrofuran), O1CCCC1 (tetrahydrofuran). Reactants: [Mg] (magnesium), resultant mixture, BrC1=CC2=CC=C(C=C2C=C1)OC (2-bromo-6-methoxynaphthalene), [Cl-].[Cd+2].[Cl-] (cadmium chloride). Starting materials: ClC1=C(C=C(C(=O)O)C=C1)[N+](=O)[O-] (4-chloro-3-nitrobenzoic acid), CC1(CC(CC(C1)C)N)C (3,3,5-trimethylcyclohexylamine), ClC1=CC=C(C2=CC=C(C=C2C2=NC3=CC=C(C=C3C=C2)C2=NC3=C(N2CC)C=CC(=C3)C(=O)O)OC)C=C1 (2-[2-(4′-chloro-4-methoxy-biphen-2-yl)-quinolin-6-yl]-1-ethyl-1H-benzoimidazole-5-carboxylic acid). Yields the product ClC1=CC=C(C2=CC=C(C=C2C2=NC3=CC=C(C=C3C=C2)C2=NC3=C(N2C2CC(CC(C2)C)(C)C)C=CC(=C3)C(=O)O)OC)C=C1 (2-[2-(4′-chloro-4-methoxy-biphen-2-yl)-quinolin-6-yl]-1-(3,3,5-trimethyl-cyclohexyl)-1H-benzoimidazole-5-carboxylic acid). As a reaction SMILES: ClC1C=CC(C(O)=O)=CC=1[N+]([O-])=O.[CH3:14][C:15]1([CH3:23])[CH2:20][CH:19]([CH3:21])[CH2:18][CH:17]([NH2:22])[CH2:16]1.[Cl:24][C:25]1[CH:62]=[CH:61][C:28]([C:29]2[C:34]([C:35]3[CH:44]=[CH:43][C:42]4[C:37](=[CH:38][CH:39]=[C:40]([C:45]5N(CC)[C:48]6[CH:52]=[CH:53][C:54]([C:56]([OH:58])=[O:57])=[CH:55][C:47]=6[N:46]=5)[CH:41]=4)[N:36]=3)=[CH:33][C:32]([O:59][CH3:60])=[CH:31][CH:30]=2)=[CH:27][CH:26]=1>>[Cl:24][C:25]1[CH:26]=[CH:27][C:28]([C:29]2[C:34]([C:35]3[CH:44]=[CH:43][C:42]4[C:37](=[CH:38][CH:39]=[C:40]([C:45]5[N:22]([CH:17]6[CH2:18][CH:19]([CH3:21])[CH2:20][C:15]([CH3:23])([CH3:14])[CH2:16]6)[C:48]6[CH:52]=[CH:53][C:54]([C:56]([OH:58])=[O:57])=[CH:55][C:47]=6[N:46]=5)[CH:41]=4)[N:36]=3)=[CH:33][C:32]([O:59][CH3:60])=[CH:31][CH:30]=2)=[CH:61][CH:62]=1. Reported procedure: The title compound was prepared from Resin 534a and 3,3,5-trimethylcyclohexylamine according to the procedure described in the preparation of Compound 534.